This data is from the Open Reaction Database (ORD), a public repository of structured organic reaction records. The task is: describe an organic reaction: reactants, conditions, products, and yield RXN SMILES: [CH2:1]([O:7][C:8]1[CH:15]=[CH:14][C:11]([CH:12]=O)=[CH:10][CH:9]=1)[CH2:2][CH2:3][CH2:4][CH2:5][CH3:6].[C:16]([NH:20][OH:21])([CH3:19])([CH3:18])[CH3:17]>C1C=CC=CC=1>[CH2:1]([O:7][C:8]1[CH:15]=[CH:14][C:11]([CH:12]=[N+:20]([C:16]([CH3:19])([CH3:18])[CH3:17])[O-:21])=[CH:10][CH:9]=1)[CH2:2][CH2:3][CH2:4][CH2:5][CH3:6]. Procedure: A solution of 4-hexyloxybenzaldehyde (3.83 g, 18.6 mmol) in 120 mL of benzene was refluxed with N-tert-butylhydroxylamine (3.32 g, 37.2 mmol) for 18 hours. The reaction mixture was then concentrated by rotary evaporation and the resulting residue was purified by silica gel column chromatography using 50:50 ethyl acetate/hexane to afford the title compound (2.88 g, 55.8 % yield) as a solid, m.p. 69.0° C. Reactants: C(CCCCC)OC1=CC=C(C=O)C=C1 (4-hexyloxybenzaldehyde), C(C)(C)(C)NO (N-tert-butylhydroxylamine). Solvent: C1=CC=CC=C1 (benzene). The yield is 55.8%. The product is C(CCCCC)OC1=CC=C(C=C1)C=[N+]([O-])C(C)(C)C (α-(4-Hexyloxyphenyl)-N-tert-butylnitrone). Starting materials: CN1CCCC1=O, Nc1ccc(OCc2cccc(F)c2)c(Cl)c1, CCn1ccc2ncnc(Cl)c21. Yields the product CCn1ccc2ncnc(Nc3ccc(OCc4cccc(F)c4)c(Cl)c3)c21. RXN SMILES: [CH3:30][N:31]1[CH2:32][CH2:33][CH2:34][C:35]1=[O:36].[Cl:13][c:14]1[cH:15][c:16]([NH2:17])[cH:18][cH:19][c:20]1[O:21][CH2:22][c:23]1[cH:24][c:25]([F:29])[cH:26][cH:27][cH:28]1.[Cl:1][c:2]1[c:3]2[c:4]([n:5][cH:6][n:7]1)[cH:8][cH:9][n:10]2[CH2:11][CH3:12]>>[c:2]1([NH:17][c:16]2[cH:15][c:14]([Cl:13])[c:20]([O:21][CH2:22][c:23]3[cH:24][c:25]([F:29])[cH:26][cH:27][cH:28]3)[cH:19][cH:18]2)[c:3]2[c:4]([n:5][cH:6][n:7]1)[cH:8][cH:9][n:10]2[CH2:11][CH3:12]. The product is C(#N)C=1C=CC(=NC1)NC(=O)N1CCCC=2C=C(C(=NC12)C(OC)OC)CC(=O)OC(C)(C)C (tert-butyl 2-(8-((5-cyanopyridin-2-yl)carbamoyl)-2-(dimethoxymethyl)-5,6,7,8-tetrahydro-1,8-naphthyridin-3-yl)acetate). Procedure details: A tube was charged with 6-bromo-N-(5-cyanopyridin-2-yl)-7-(dimethoxymethyl)-3,4-dihydro-1,8-naphthyridine-1(2H)-carboxamide (intermediate 2H, 41.7 mg, 0.096 mmol), Pd(dba)2 (2.8 mg, 4.8 μmol) and 1,2,3,4,5-pentaphenyl-1′-(di-tert-butylphosphino)ferrocene (3.4 mg, 4.8 μmol), flushed with argon, then THF (1 ml) was added followed by 2-tert-butoxy-2-oxoethylzinc chloride (0.5 M in Et2O, 0.386 ml, 0.193 mmol) and the reaction mixture was stirred at 70° C. under argon for 1 h. The reaction mixture wa... Reagents/catalysts: C=1C=CC(=CC1)/C=C/C(=O)/C=C/C2=CC=CC=C2.C=1C=CC(=CC1)/C=C/C(=O)/C=C/C2=CC=CC=C2.[Pd] (Pd(dba)2), C1(=CC=CC=C1)[C-]1C(=C(C(=C1C1=CC=CC=C1)C1=CC=CC=C1)C1=CC=CC=C1)C1=CC=CC=C1.C(C)(C)(C)P([C-]1C=CC=C1)C(C)(C)C.[Fe+2] (1,2,3,4,5-pentaphenyl-1′-(di-tert-butylphosphino)ferrocene). The reactants are BrC=1C=C2CCCN(C2=NC1C(OC)OC)C(=O)NC1=NC=C(C=C1)C#N (6-bromo-N-(5-cyanopyridin-2-yl)-7-(dimethoxymethyl)-3,4-dihydro-1,8-naphthyridine-1(2H)-carboxamide), BrC=1C=C2CCCN(C2=NC1C(OC)OC)C(=O)NC1=NC=C(C=C1)C#N (6-bromo-N-(5-cyanopyridin-2-yl)-7-(dimethoxymethyl)-3,4-dihydro-1,8-naphthyridine-1(2H)-carboxamide), [Cl-].C(C)(C)(C)OC(C[Zn+])=O (2-tert-butoxy-2-oxoethylzinc chloride). Conditions: temperature 70 celsius, time 1 hour. Solvent: O (water). As a reaction SMILES: Br[C:2]1[CH:3]=[C:4]2[C:9](=[N:10][C:11]=1[CH:12]([O:15][CH3:16])[O:13][CH3:14])[N:8]([C:17]([NH:19][C:20]1[CH:25]=[CH:24][C:23]([C:26]#[N:27])=[CH:22][N:21]=1)=[O:18])[CH2:7][CH2:6][CH2:5]2.[Cl-].[C:29]([O:33][C:34](=[O:37])[CH2:35][Zn+])([CH3:32])([CH3:31])[CH3:30]>C1C=CC(/C=C/C(/C=C/C2C=CC=CC=2)=O)=CC=1.C1C=CC(/C=C/C(/C=C/C2C=CC=CC=2)=O)=CC=1.[Pd].C1([C-]2C(C3C=CC=CC=3)=C(C3C=CC=CC=3)C(C3C=CC=CC=3)=C2C2C=CC=CC=2)C=CC=CC=1.C(P(C(C)(C)C)[C-]1C=CC=C1)(C)(C)C.[Fe+2].O>[C:26]([C:23]1[CH:24]=[CH:25][C:20]([NH:19][C:17]([N:8]2[C:9]3[N:10]=[C:11]([CH:12]([O:15][CH3:16])[O:13][CH3:14])[C:2]([CH2:35][C:34]([O:33][C:29]([CH3:32])([CH3:31])[CH3:30])=[O:37])=[CH:3][C:4]=3[CH2:5][CH2:6][CH2:7]2)=[O:18])=[N:21][CH:22]=1)#[N:27] |f:1.2,3.4.5,6.7.8|. Reactants: Cl (HCl), C(C)(C)(C)OC(=O)NC1=CC=C(C=N1)C(C(C(=O)OC)C(=O)OC)CC(=O)OC (trimethyl 2-(6-(tert-butoxycarbonylamino)pyridin-3-yl)propane-1,1,3-tricarboxylate), NC1=CC=C(C=N1)C(C(C(=O)OC)(C(=O)OC)C(=O)OC)CC(=O)OC (tetramethyl 2-(6-aminopyridin-3-yl)propane-1,1,1,3-tetracarboxylate), [OH-].[Na+] (NaOH). The solvent is CO (MeOH). Yields the product NC1=CC=C(C=N1)C(CC(=O)OC)CC(=O)OC (dimethyl 3-(6-aminopyridin-3-yl)pentanedioate). Isolated yield 169.0%. RXN SMILES: C(OC([NH:8][C:9]1[N:14]=[CH:13][C:12]([CH:15]([CH2:25][C:26]([O:28][CH3:29])=[O:27])[CH:16](C(OC)=O)[C:17]([O:19][CH3:20])=[O:18])=[CH:11][CH:10]=1)=O)(C)(C)C.NC1N=CC(C(CC(OC)=O)C(C(OC)=O)(C(OC)=O)C(OC)=O)=CC=1.[OH-].[Na+].Cl>CO>[NH2:8][C:9]1[N:14]=[CH:13][C:12]([CH:15]([CH2:25][C:26]([O:28][CH3:29])=[O:27])[CH2:16][C:17]([O:19][CH3:20])=[O:18])=[CH:11][CH:10]=1 |f:2.3|. Procedure: To a mixture of trimethyl 2-(6-(tert-butoxycarbonylamino)pyridin-3-yl)propane-1,1,3-tricarboxylate (2.5 g, 6.1 mmol) and tetramethyl 2-(6-aminopyridin-3-yl)propane-1,1,1,3-tetracarboxylate (1.8 g, 4.9 mmol) in MeOH (30 mL) was added aqueous NaOH solution (2.44 g NaOH in 5 mL water, 60.9 mmol). The resulting mixture was heated to reflux by oil bath for 1 hour. The reaction mixture was cooled down to room temperature, and concentrated under reduced pressure via rotavap. To the concentrated residue...